Dataset: the Open Reaction Database (ORD), a public repository of structured organic reaction records. Task: describe an organic reaction: reactants, conditions, products, and yield Starting materials: BrC1=CC(=C(C=C1)CN1N=C(C(=C(C1=O)C(=O)NCC(=O)O)O)C(C)C)F (N-{[2-[(4-bromo-2-fluorophenyl)methyl]-5-hydroxy-6-(1-methylethyl)-3-oxo-2,3-dihydro-4-pyridazinyl]carbonyl}glycine), FC(C1=CC=C(C=C1)B(O)O)(F)F ((4-trifluoromethyl-phenyl)boronic acid), C([O-])([O-])=O.[K+].[K+] (potassium carbonate), Cl (HCl). Reagents/catalysts: C=1C=CC(=CC1)[P](C=2C=CC=CC2)(C=3C=CC=CC3)[Pd]([P](C=4C=CC=CC4)(C=5C=CC=CC5)C=6C=CC=CC6)([P](C=7C=CC=CC7)(C=8C=CC=CC8)C=9C=CC=CC9)[P](C=1C=CC=CC1)(C=1C=CC=CC1)C=1C=CC=CC1 (tetrakis(triphenylphosphine)palladium). Solvent: O (Water), O1CCOCC1 (1,4-Dioxane), O (water). Product: FC=1C=C(C=CC1CN1N=C(C(=C(C1=O)C(=O)NCC(=O)O)O)C(C)C)C1=CC=C(C=C1)C(F)(F)F (N-{[2-{[3-Fluoro-4′-(trifluoromethyl)-4-biphenylyl]methyl}-5-hydroxy-6-(1-methylethyl)-3-oxo-2,3-dihydro-4-pyridazinyl]carbonyl}glycine). Yield: 54.4%. RXN SMILES: Br[C:2]1[CH:7]=[CH:6][C:5]([CH2:8][N:9]2[C:14](=[O:15])[C:13]([C:16]([NH:18][CH2:19][C:20]([OH:22])=[O:21])=[O:17])=[C:12]([OH:23])[C:11]([CH:24]([CH3:26])[CH3:25])=[N:10]2)=[C:4]([F:27])[CH:3]=1.[F:28][C:29]([F:40])([F:39])[C:30]1[CH:35]=[CH:34][C:33](B(O)O)=[CH:32][CH:31]=1.C(=O)([O-])[O-].[K+].[K+].Cl>O.C1C=CC([P]([Pd]([P](C2C=CC=CC=2)(C2C=CC=CC=2)C2C=CC=CC=2)([P](C2C=CC=CC=2)(C2C=CC=CC=2)C2C=CC=CC=2)[P](C2C=CC=CC=2)(C2C=CC=CC=2)C2C=CC=CC=2)(C2C=CC=CC=2)C2C=CC=CC=2)=CC=1.O1CCOCC1>[F:27][C:4]1[CH:3]=[C:2]([C:33]2[CH:34]=[CH:35][C:30]([C:29]([F:40])([F:39])[F:28])=[CH:31][CH:32]=2)[CH:7]=[CH:6][C:5]=1[CH2:8][N:9]1[C:14](=[O:15])[C:13]([C:16]([NH:18][CH2:19][C:20]([OH:22])=[O:21])=[O:17])=[C:12]([OH:23])[C:11]([CH:24]([CH3:26])[CH3:25])=[N:10]1 |f:2.3.4,^1:52,54,73,92|. Procedure: To a 5 ml microwave tube was added N-{[2-[(4-bromo-2-fluorophenyl)methyl]-5-hydroxy-6-(1-methylethyl)-3-oxo-2,3-dihydro-4-pyridazinyl]carbonyl}glycine (example 46(b), 40 mg, 0.09 mmol), (4-trifluoromethyl-phenyl)boronic acid (18.1 mg, 0.11 mmol), potassium carbonate (38 mg, 0.272 mmol), and tetrakis(triphenylphosphine)palladium (0) (3 mg, 2.7 μmol), 1,4-Dioxane (1.5 ml) and Water (0.500 ml). The mixture was irradiated at 100° C. for 20 minutes. The reaction mixture was diluted with water (5 ml),... Starting materials: BrCC1=CC=C(C=C1)C=1OC2=C(N1)C=C(C=C2C(=O)OC)F (methyl 2-(4-(bromomethyl)phenyl)-5-fluorobenzo[d]oxazole-7-carboxylate), CON (methoxyamine). Yields the product FC=1C=C(C2=C(N=C(O2)C2=CC=C(C=C2)CNOC)C1)C(=O)OC (methyl 5-fluoro-2-(4-((methoxyamino)methyl)phenyl)benzo[d]oxazole-7-carboxylate). Isolated yield 87.0%. RXN SMILES: Br[CH2:2][C:3]1[CH:8]=[CH:7][C:6]([C:9]2[O:10][C:11]3[C:17]([C:18]([O:20][CH3:21])=[O:19])=[CH:16][C:15]([F:22])=[CH:14][C:12]=3[N:13]=2)=[CH:5][CH:4]=1.[CH3:23][O:24][NH2:25]>>[F:22][C:15]1[CH:16]=[C:17]([C:18]([O:20][CH3:21])=[O:19])[C:11]2[O:10][C:9]([C:6]3[CH:7]=[CH:8][C:3]([CH2:2][NH:25][O:24][CH3:23])=[CH:4][CH:5]=3)=[N:13][C:12]=2[CH:14]=1. Procedure details: Following the experimental procedure as described in Example 144 C, and replacing methyl 2-(4-(bromomethyl)phenyl)benzo[d]oxazole-4-carboxylate with methyl 2-(4-(bromomethyl)phenyl)-5-fluorobenzo[d]oxazole-7-carboxylate and substituting dimethylamine with methoxyamine, methyl 5-fluoro-2-(4-((methoxyamino)methyl)phenyl)benzo[d]oxazole-7-carboxylate (Yield: 87%. LC-MS (ESI) m/z: 331 (M+1)+) was made. Starting materials: ClC1=CC=C(CSC2CCC(CC2)=O)C=C1 (4-[(4-chlorobenzyl)thio]cyclohexanone), O (Water), [H-].[Na+] (sodium hydride), [Cl-].COC[P+](C1=CC=CC=C1)(C1=CC=CC=C1)C1=CC=CC=C1 (methoxymethyltriphenylphosphonium chloride). Solvent: CS(=O)C (dimethyl sulfoxide), CCCCCC (hexane), CS(=O)C (dimethyl sulfoxide). Reaction conditions: temperature 55 celsius, time 2 hour. The product is COC=C1CCC(CC1)SCC1=CC=C(C=C1)Cl ([4-[(4-Chlorobenzyl)thio]cyclohexylidene]methyl methyl ether). Yield: 78.3%. Reaction SMILES: [H-].[Na+].[Cl-].[CH3:4][O:5][CH2:6][P+](C1C=CC=CC=1)(C1C=CC=CC=1)C1C=CC=CC=1.[Cl:26][C:27]1[CH:41]=[CH:40][C:30]([CH2:31][S:32][CH:33]2[CH2:38][CH2:37][C:36](=O)[CH2:35][CH2:34]2)=[CH:29][CH:28]=1.O>CCCCCC.CS(C)=O>[CH3:4][O:5][CH:6]=[C:36]1[CH2:37][CH2:38][CH:33]([S:32][CH2:31][C:30]2[CH:40]=[CH:41][C:27]([Cl:26])=[CH:28][CH:29]=2)[CH2:34][CH2:35]1 |f:0.1,2.3|. Reported procedure: After 146 mg (3.34 mmol) of 55% sodium hydride were washed with hexane, it was suspended in 18 ml of dimethyl sulfoxide, followed by stirring of the resulting suspension at 55° C. for 2 hours. The mixture was cooled to room temperature and 1.26 g (3.34 mmol) of methoxymethyltriphenylphosphonium chloride were added to the mixture. Further, a solution in which 426 mg (1.67 mmol) of 4-[(4-chlorobenzyl)thio]cyclohexanone were dissolved in 5 ml of dimethyl sulfoxide was added to the resulting mixture... The reactants are CCOC(=O)CC#N, CC(=O)[O-], CCOC(C)=O, CC(=O)O, CC(=O)c1cccc(Cl)c1Cl, [NH4+], c1ccccc1. The product is CCOC(=O)C(C#N)=C(C)c1cccc(Cl)c1Cl. Reaction SMILES: [C:12](#[N:13])[CH2:14][C:15](=[O:16])[O:17][CH2:18][CH3:19].[CH3:21][C:22](=[O:23])[O-:24].[CH3:25][CH2:26][O:27][C:28](=[O:29])[CH3:30].[CH3:31][C:32](=[O:33])[OH:34].[Cl:1][c:2]1[c:3]([C:9]([CH3:10])=[O:11])[cH:4][cH:5][cH:6][c:7]1[Cl:8].[NH4+:20].[cH:35]1[cH:36][cH:37][cH:38][cH:39][cH:40]1>>[Cl:1][c:2]1[c:3]([C:9]([CH3:10])=[C:14]([C:12]#[N:13])[C:15](=[O:16])[O:17][CH2:18][CH3:19])[cH:4][cH:5][cH:6][c:7]1[Cl:8].